From a dataset of the Open Reaction Database (ORD), a public repository of structured organic reaction records. describe an organic reaction: reactants, conditions, products, and yield The reactants are CC(C)(C)OC(=O)NCCCO[Si](C)(C)C(C)(C)C, C1CCOC1, CI, CCOC(C)=O, CCCCCC, [H-], [Na+]. Yields the product CN(CCCO[Si](C)(C)C(C)(C)C)C(=O)OC(C)(C)C. As a reaction SMILES: [C:1]([CH3:2])([CH3:3])([CH3:4])[Si:5]([O:6][CH2:7][CH2:8][CH2:9][NH:10][C:11]([O:12][C:13]([CH3:14])([CH3:15])[CH3:16])=[O:17])([CH3:18])[CH3:19].[CH2:36]1[O:37][CH2:38][CH2:39][CH2:40]1.[CH3:22][I:23].[CH3:24][CH2:25][O:26][C:27]([CH3:28])=[O:29].[CH3:30][CH2:31][CH2:32][CH2:33][CH2:34][CH3:35].[H-:20].[Na+:21]>>[C:1]([CH3:2])([CH3:3])([CH3:4])[Si:5]([O:6][CH2:7][CH2:8][CH2:9][N:10]([C:11]([O:12][C:13]([CH3:14])([CH3:15])[CH3:16])=[O:17])[CH3:24])([CH3:18])[CH3:19]. Starting materials: BrCC1CC1, CCOC1Cc2ccccc2C1Nc1nc(CC)c(-c2ccc(Cl)cc2Cl)nc1CC. Yields the product CCc1nc(-c2ccc(Cl)cc2Cl)c(CC)nc1NC1c2ccccc2CC1OCC1CC1. Reaction SMILES: [Br:32][CH2:33][CH:34]1[CH2:35][CH2:36]1.[Cl:1][c:2]1[c:3](-[c:9]2[n:10][c:11]([CH2:30][CH3:31])[c:12]([NH:17][CH:18]3[CH:19]([O:27][CH2:28][CH3:29])[CH2:20][c:21]4[cH:22][cH:23][cH:24][cH:25][c:26]43)[n:13][c:14]2[CH2:15][CH3:16])[cH:4][cH:5][c:6]([Cl:8])[cH:7]1>>[Cl:1][c:2]1[c:3](-[c:9]2[n:10][c:11]([CH2:30][CH3:31])[c:12]([NH:17][CH:18]3[CH:19]([O:27][CH2:28][CH:29]4[CH2:33][CH2:34]4)[CH2:20][c:21]4[cH:22][cH:23][cH:24][cH:25][c:26]43)[n:13][c:14]2[CH2:15][CH3:16])[cH:4][cH:5][c:6]([Cl:8])[cH:7]1.